This data is from the Open Reaction Database (ORD), a public repository of structured organic reaction records. The task is: describe an organic reaction: reactants, conditions, products, and yield Starting materials: FC1=CC=C(CN2N=CN(C2=O)C2=CC(=C(S2)C(=O)OCC)C)C=C1 (ethyl 5-(1-(4-fluorobenzyl)-5-oxo-1H-1,2,4-triazol-4(5H)-yl)-3-methylthiophene-2-carboxylate), CC1=C(SC(=C1)N1C=NN(C1=O)CC1=CC=C(C=C1)C(F)(F)F)C(=O)OCC (ethyl 3-methyl-5-(5-oxo-1-(4-(trifluoromethyl)-benzyl)-1H-1,2,4-triazol-4(5H)-yl)thiophene-2-carboxylate). Product: CC1=C(SC(=C1)N1C=NN(C1=O)CC1=CC=C(C=C1)C(F)(F)F)C(=O)O (3-methyl-5-(5-oxo-1-(4-(trifluoromethyl)benzyl)-1H-1,2,4-triazol-4(5H)-yl)thiophene-2-carboxylic acid). Isolated yield 78.0%. RXN SMILES: FC1C=CC(CN2C(=O)N(C3SC(C(OCC)=O)=C(C)C=3)C=N2)=CC=1.[CH3:26][C:27]1[CH:31]=[C:30]([N:32]2[C:36](=[O:37])[N:35]([CH2:38][C:39]3[CH:44]=[CH:43][C:42]([C:45]([F:48])([F:47])[F:46])=[CH:41][CH:40]=3)[N:34]=[CH:33]2)[S:29][C:28]=1[C:49]([O:51]CC)=[O:50]>>[CH3:26][C:27]1[CH:31]=[C:30]([N:32]2[C:36](=[O:37])[N:35]([CH2:38][C:39]3[CH:40]=[CH:41][C:42]([C:45]([F:47])([F:48])[F:46])=[CH:43][CH:44]=3)[N:34]=[CH:33]2)[S:29][C:28]=1[C:49]([OH:51])=[O:50]. Procedure details: Following the procedure as described in Example 30, making variations as required to replace ethyl 5-(1-(4-fluorobenzyl)-5-oxo-1H-1,2,4-triazol-4(5H)-yl)-3-methylthiophene-2-carboxylate with ethyl 3-methyl-5-(5-oxo-1-(4-(trifluoromethyl)-benzyl)-1H-1,2,4-triazol-4(5H)-yl)thiophene-2-carboxylate, the title compound was obtained as a colorless solid in 78% yield: 1H NMR (300 MHz, DMSO-d6) δ 12.98 (br s, 1H), 8.78 (s, 1H), 7.74 (d, J=8.1 Hz, 2H), 7.53 (d, J=8.1 Hz, 2H), 7.28 (s, 1H), 5.09 (s, 2H), ... Reactants: Cc1ccccc1, O=S(Cl)Cl, COc1ccc(CO)cc1OCc1nc(-c2ccco2)oc1C. Product: COc1ccc(CCl)cc1OCc1nc(-c2ccco2)oc1C. Reaction SMILES: [CH3:28][c:29]1[cH:30][cH:31][cH:32][cH:33][cH:34]1.[S:24]([Cl:25])([Cl:26])=[O:27].[o:1]1[c:2](-[c:6]2[o:7][c:8]([CH3:23])[c:9]([CH2:11][O:12][c:13]3[cH:14][c:15]([CH2:21][OH:22])[cH:16][cH:17][c:18]3[O:19][CH3:20])[n:10]2)[cH:3][cH:4][cH:5]1>>[o:1]1[c:2](-[c:6]2[o:7][c:8]([CH3:23])[c:9]([CH2:11][O:12][c:13]3[cH:14][c:15]([CH2:21][Cl:26])[cH:16][cH:17][c:18]3[O:19][CH3:20])[n:10]2)[cH:3][cH:4][cH:5]1.